Dataset: the Open Reaction Database (ORD), a public repository of structured organic reaction records. Task: describe an organic reaction: reactants, conditions, products, and yield Reactants: C(C=C)SC1C(C(N1)=O)CC (4-allylthio-3-ethylazetidin-2-one), BrCC(=O)OC (methyl bromoacetate), C([O-])([O-])=O.[K+].[K+] (potassium carbonate), O (water). Solvent: CN(C=O)C (dimethylformamide). Conditions: time 18 hour. The product is C(C=C)SC1C(C(N1CC(=O)OC)=O)CC (Methyl 2-(4-allylthio-3-ethylazetidin-2-on-1-yl)acetate). As a reaction SMILES: [CH2:1]([S:4][CH:5]1[NH:8][C:7](=[O:9])[CH:6]1[CH2:10][CH3:11])[CH:2]=[CH2:3].Br[CH2:13][C:14]([O:16][CH3:17])=[O:15].C(=O)([O-])[O-].[K+].[K+].O>CN(C)C=O>[CH2:1]([S:4][CH:5]1[N:8]([CH2:13][C:14]([O:16][CH3:17])=[O:15])[C:7](=[O:9])[CH:6]1[CH2:10][CH3:11])[CH:2]=[CH2:3] |f:2.3.4|. Procedure details: To a vigorously stirred solution of 2.34 g of 4-allylthio-3-ethylazetidin-2-one in 20 ml of dimethylformamide were added 1.37 ml of methyl bromoacetate and 4.16 g of finely ground potassium carbonate. After 18 hours, the mixture was poured into 75 ml of water, was extracted into ethyl acetate (5×20 ml) and the combined organic extracts were washed with water (6×15 ml), dried over MgSO4 and evaporated in vacuo to dryness. Chromatography over silica gel, eluting with hexane-ethyl acetate mixtures,... The reactants are Cl.NC1=CC2=C(C(OC(=N2)OCC)=O)C=C1 (7-amino-2-ethoxy-4H-3,1-benzoxazin-4-one HCl), C([O-])([O-])=O.[K+].[K+] (potassium carbonate). Product: NC1=CC2=C(C(OC(=N2)OCC)=O)C(=C1)C (7-amino-2-ethoxy-5-methyl-4H-3,1-benzoxazin-4-one). Run in CCOCC (ether). As a reaction SMILES: Cl.[NH2:2][C:3]1[CH:16]=[CH:15][C:6]2[C:7](=[O:14])[O:8][C:9]([O:11][CH2:12][CH3:13])=[N:10][C:5]=2[CH:4]=1.[C:17](=O)([O-])[O-].[K+].[K+]>CCOCC>[NH2:2][C:3]1[CH:16]=[C:15]([CH3:17])[C:6]2[C:7](=[O:14])[O:8][C:9]([O:11][CH2:12][CH3:13])=[N:10][C:5]=2[CH:4]=1 |f:0.1,2.3.4|. Reported procedure: 1.0 g of 7-amino-2-ethoxy-4H-3,1-benzoxazin-4-one HCl suspended in 50 ml of ether is stirred with a twofold stoichiometric excess of dilute aqueous potassium carbonate solution until the salt is completely dissolved. The organic layer is then separated, washed twice with water, dried over magnesium sulfate and evaporated to yield 7-amino-2-ethoxy-5-methyl-4H-3,1-benzoxazin-4-one as the free base. Starting materials: BrCC(=O)OC (Methyl bromoacetate), COC[C@H]1NCCC1 ((S)-2-methoxymethyl pyrrolidine), C([O-])([O-])=O.[K+].[K+] (potassium carbonate), [I-].[Na+] (sodium iodide). The solvent is C(C)#N (acetonitrile). The product is COC(CN1[C@@H](CCC1)COC)=O ((S)-(2-methoxymethyl-pyrrolidin-1-yl) acetic acid methyl ester). Isolated yield 33.8%. RXN SMILES: Br[CH2:2][C:3]([O:5][CH3:6])=[O:4].[CH3:7][O:8][CH2:9][C@@H:10]1[CH2:14][CH2:13][CH2:12][NH:11]1.C(=O)([O-])[O-].[K+].[K+].[I-].[Na+]>C(#N)C>[CH3:6][O:5][C:3](=[O:4])[CH2:2][N:11]1[CH2:12][CH2:13][CH2:14][C@H:10]1[CH2:9][O:8][CH3:7] |f:2.3.4,5.6|. Procedure details: Methyl bromoacetate (199 μl, 2.10 mmol) was added to a mixture of (S)-2-methoxymethyl pyrrolidine (268 μl, 2.17 mmol), potassium carbonate (319 mg, 2.31 mmol) and sodium iodide (315 mg, 2.10 mmol) in acetonitrile (3 ml). The mixture was subjected to microwave irradiation for 5 min at 160° C., then partitioned between dichloromethane and water. The aqueous layer was extracted with dichloromethane and the combined organic layers were washed with brine, dried over sodium sulfate and concentrated in... Reactants: ClC(Cl)Cl, CSc1ncc(CO)c(N)n1, O=[Mn]=O. The product is CSc1ncc(C=O)c(N)n1. Reaction SMILES: [Cl:12][CH:13]([Cl:14])[Cl:15].[NH2:1][c:2]1[n:3][c:4]([S:10][CH3:11])[n:5][cH:6][c:7]1[CH2:8][OH:9].[O:16]=[Mn:17]=[O:18]>>[NH2:1][c:2]1[n:3][c:4]([S:10][CH3:11])[n:5][cH:6][c:7]1[CH:8]=[O:9]. The reactants are aqueous solution, [OH-].[Na+] (sodium hydroxide), C(C)(C)(C)OC(=O)N1CC([C@@H](CC1)NC=1C=2N(N=CC1C(N)=O)C=C(C2)C(=O)OCC)(C)C ((R)-ethyl 4-((1-(tert-butoxycarbonyl)-3,3-dimethylpiperidin-4-yl)amino)-3-carbamoylpyrrolo[1,2-b]pyridazine-6-carboxylate). Run in CO (methanol), O1CCCC1 (tetrahydrofuran). The product is C(C)(C)(C)OC(=O)N1CC([C@@H](CC1)NC=1C=2N(N=CC1C(N)=O)C=C(C2)C(=O)O)(C)C ((R)-4-((1-(tert-butoxycarbonyl)-3,3-dimethylpiperidin-4-yl)amino)-3-carbamoylpyrrolo[1,2-b]pyridazine-6-carboxylic acid). Yield: 101.5%. As a reaction SMILES: [OH-].[Na+].[C:3]([O:7][C:8]([N:10]1[CH2:15][CH2:14][C@@H:13]([NH:16][C:17]2[C:18]3[N:19]([CH:26]=[C:27]([C:29]([O:31]CC)=[O:30])[CH:28]=3)[N:20]=[CH:21][C:22]=2[C:23](=[O:25])[NH2:24])[C:12]([CH3:35])([CH3:34])[CH2:11]1)=[O:9])([CH3:6])([CH3:5])[CH3:4]>CO.O1CCCC1>[C:3]([O:7][C:8]([N:10]1[CH2:15][CH2:14][C@@H:13]([NH:16][C:17]2[C:18]3[N:19]([CH:26]=[C:27]([C:29]([OH:31])=[O:30])[CH:28]=3)[N:20]=[CH:21][C:22]=2[C:23](=[O:25])[NH2:24])[C:12]([CH3:35])([CH3:34])[CH2:11]1)=[O:9])([CH3:6])([CH3:4])[CH3:5] |f:0.1|. Procedure details: A 2 M aqueous solution of sodium hydroxide (6 mL, 12.00 mmol) was added to a solution of (R)-ethyl 4-((1-(tert-butoxycarbonyl)-3,3-dimethylpiperidin-4-yl)amino)-3-carbamoylpyrrolo[1,2-b]pyridazine-6-carboxylate (1.187 g, 2.58 mmol) in methanol (11 mL) and tetrahydrofuran (11 mL) at room temperature. The resulting mixture was heated at reflux for 40 min and cooled to room temperature. The organic solvents were evaporated in vacuo. The residue was neutralized to pH 5 with 1 N HCl. The resulting pr... Starting materials: [Br-], C1CCOC1, C[Mg+], CN(C)C(=O)N1CC(c2cc(F)ccc2F)=CC1(C=O)c1ccccc1. Yields the product CC(O)C1(c2ccccc2)C=C(c2cc(F)ccc2F)CN1C(=O)N(C)C. As a reaction SMILES: [Br-:27].[CH2:30]1[O:31][CH2:32][CH2:33][CH2:34]1.[CH3:28][Mg+:29].[F:1][c:2]1[c:3]([C:9]2=[CH:10][C:11]([c:19]3[cH:20][cH:21][cH:22][cH:23][cH:24]3)([CH:25]=[O:26])[N:12]([C:14](=[O:15])[N:16]([CH3:17])[CH3:18])[CH2:13]2)[cH:4][c:5]([F:8])[cH:6][cH:7]1>>[F:1][c:2]1[c:3]([C:9]2=[CH:10][C:11]([c:19]3[cH:20][cH:21][cH:22][cH:23][cH:24]3)([CH:25]([OH:26])[CH3:28])[N:12]([C:14](=[O:15])[N:16]([CH3:17])[CH3:18])[CH2:13]2)[cH:4][c:5]([F:8])[cH:6][cH:7]1. The reactants are CCCCCCCCCCCCCCCCCCn1c(C(=O)OCC)nc2ccccc21, CN1CCNCC1. Yields the product CCCCCCCCCCCCCCCCCCn1c(C(=O)N2CCN(C)CC2)nc2ccccc21. As a reaction SMILES: [CH2:8]([CH2:9][CH2:10][CH2:11][CH2:12][CH2:13][CH2:14][CH2:15][CH2:16][CH2:17][CH2:18][CH2:19][CH2:20][CH2:21][CH2:22][CH2:23][CH2:24][CH3:25])[n:26]1[c:27]([C:35](=[O:36])[O:37][CH2:38][CH3:39])[n:28][c:29]2[c:30]1[cH:31][cH:32][cH:33][cH:34]2.[CH3:1][N:2]1[CH2:3][CH2:4][NH:5][CH2:6][CH2:7]1>>[CH3:1][N:2]1[CH2:3][CH2:4][N:5]([C:35]([c:27]2[n:26]([CH2:8][CH2:9][CH2:10][CH2:11][CH2:12][CH2:13][CH2:14][CH2:15][CH2:16][CH2:17][CH2:18][CH2:19][CH2:20][CH2:21][CH2:22][CH2:23][CH2:24][CH3:25])[c:30]3[c:29]([n:28]2)[cH:34][cH:33][cH:32][cH:31]3)=[O:36])[CH2:6][CH2:7]1. Reactants: C1CN2CCN1CC2, CS(=O)(=O)c1sccc1S(N)(=O)=O, O=C(Cl)Cl, Cc1ccccc1C. As a reaction SMILES: [CH2:14]1[N:15]2[CH2:16][CH2:17][N:18]([CH2:19][CH2:20]2)[CH2:21]1.[CH3:1][S:2](=[O:3])(=[O:4])[c:5]1[s:6][cH:7][cH:8][c:9]1[S:10](=[O:11])(=[O:12])[NH2:13].[Cl:22][C:23]([Cl:24])=[O:25].[c:26]1([CH3:27])[c:28]([CH3:29])[cH:30][cH:31][cH:32][cH:33]1>>[CH3:1][S:2](=[O:3])(=[O:4])[c:5]1[s:6][cH:7][cH:8][c:9]1[S:10](=[O:11])(=[O:12])[N:13]=[C:23]=[O:25]. Yields the product CS(=O)(=O)c1sccc1S(=O)(=O)N=C=O. Starting materials: N1N=CN=C1 (1,2,4-triazole), potassium tert.-butylate, ClCC(CC1=CC=C(C=C1)Cl)(O)C1(CC1)F (1-chloro-2-(1-fluoro-cyclopropyl)-3-(4-chlorophenyl)-propan-2-ol). The solvent is CN(C=O)C (dimethylformamide), CN(C=O)C (dimethylformamide). Conditions: temperature 80 celsius. Product: ClC1=CC=C(C=C1)CC(CN1N=CN=C1)(O)C1(CC1)F (1-(4-chlorophenyl)-2-(1-fluoro-cyclopropyl)-3-(1,2,4-triazol-1-yl)-propan-2-ol). Yield: 30.1%. Reaction SMILES: [NH:1]1[CH:5]=[N:4][CH:3]=[N:2]1.Cl[CH2:7][C:8]([C:18]1([F:21])[CH2:20][CH2:19]1)([OH:17])[CH2:9][C:10]1[CH:15]=[CH:14][C:13]([Cl:16])=[CH:12][CH:11]=1>CN(C)C=O>[Cl:16][C:13]1[CH:12]=[CH:11][C:10]([CH2:9][C:8]([C:18]2([F:21])[CH2:19][CH2:20]2)([OH:17])[CH2:7][N:1]2[CH:5]=[N:4][CH:3]=[N:2]2)=[CH:15][CH:14]=1. Procedure: Under an atmosphere of nitrogen, 27.6 g (0.4 mol) of 1,2,4-triazole and 33.6 g (0.3 mol) of potassium tert.-butylate in 100 ml of absolute dimethylformamide are introduced as an initial charge and heated to 80° C. At this temperature, a solution of 26.3 g (0.1 mol) of 1-chloro-2-(1-fluoro-cyclopropyl)-3-(4-chlorophenyl)-propan-2-ol in 50 ml of absolute dimethylformamide is added dropwise thereto while stirring. The mixture is stirred for another 6 hours at 100° C. and then concentrated by stripp...